The task is: describe an organic reaction: reactants, conditions, products, and yield. This data is from the Open Reaction Database (ORD), a public repository of structured organic reaction records. The reactants are ClC=1C=CC(=NC1)C(=O)O (5-chloro-2-pyridinecarboxylic acid), NC(CO)(C)C (2-amino-2-methyl-1-propanol). Product: OCC(C)(C)NC(=O)C1=NC=C(C=C1)Cl (N-(2-Hydroxy-1,1-dimethylethyl)-5-chloro-2-pyridinecarboxamide). As a reaction SMILES: [Cl:1][C:2]1[CH:3]=[CH:4][C:5]([C:8]([OH:10])=O)=[N:6][CH:7]=1.[NH2:11][C:12]([CH3:16])([CH3:15])[CH2:13][OH:14]>>[OH:14][CH2:13][C:12]([NH:11][C:8]([C:5]1[CH:4]=[CH:3][C:2]([Cl:1])=[CH:7][N:6]=1)=[O:10])([CH3:16])[CH3:15]. Procedure details: The title compound was prepared by the same method as that described in Example 26, using 5-chloro-2-pyridinecarboxylic acid obtained in Example 40-2) and 2-amino-2-methyl-1-propanol. Starting materials: CC(C)O, C#Cc1cccc([N+](=O)[O-])c1. The product is C#Cc1cccc(N)c1. RXN SMILES: [CH:12]([OH:13])([CH3:14])[CH3:15].[N+:1]([O-:2])(=[O:3])[c:4]1[cH:5][c:6]([C:10]#[CH:11])[cH:7][cH:8][cH:9]1>>[NH2:1][c:4]1[cH:5][c:6]([C:10]#[CH:11])[cH:7][cH:8][cH:9]1. The reactants are ClC=1C=C(C=CC1)CC#N (2-(3-chlorophenyl)acetonitrile), BrCCBr (1,2-dibromoethane). Reagents/catalysts: [I-].C(CCC)[N+](CCCC)(CCCC)CCCC (tetrabutylammonium iodide). The solvent is C1(=CC=CC=C1)C (toluene), [OH-].[Na+] (sodium hydroxide), O (water). Run at time 4 hour. The product is ClC=1C=C(C=CC1)C1(CC1)C#N (1-(3-chlorophenyl)cyclopropanecarbonitrile). The yield is 56.3%. Reaction SMILES: [Cl:1][C:2]1[CH:3]=[C:4]([CH2:8][C:9]#[N:10])[CH:5]=[CH:6][CH:7]=1.Br[CH2:12][CH2:13]Br>C1(C)C=CC=CC=1.[OH-].[Na+].[I-].C([N+](CCCC)(CCCC)CCCC)CCC.O>[Cl:1][C:2]1[CH:3]=[C:4]([C:8]2([C:9]#[N:10])[CH2:13][CH2:12]2)[CH:5]=[CH:6][CH:7]=1 |f:3.4,5.6|. Procedure details: To a solution of 2-(3-chlorophenyl)acetonitrile (3.2 g, 21 mmol) and 1,2-dibromoethane (3 mL, 35 mmol) in toluene (20 ml), 35% sodium hydroxide and tetrabutylammonium iodide (400 mg, 1.3 mmol) were added. The mixture was vigorously stirred at room temperature for 4 hours. The resulting solution was diluted with water and extracted with ethyl acetate. The organic solution was concentrated to afford brown oil. Chromatography on silica gel (hexane/ethyl acetate=5/1) afforded 1-(3-chlorophenyl)cyclo... As a reaction SMILES: [F:1][C:2]1[CH:19]=[CH:18][C:5]([O:6][C:7]2[N:16]=[CH:15][C:14](I)=[CH:13][C:8]=2[C:9]([O:11][CH3:12])=[O:10])=[CH:4][CH:3]=1.[F:20][C:21]([F:26])([F:25])C([O-])=O.[Na+].O.ClCCl>CN1CCCC1.[Cu]I>[F:1][C:2]1[CH:19]=[CH:18][C:5]([O:6][C:7]2[N:16]=[CH:15][C:14]([C:21]([F:26])([F:25])[F:20])=[CH:13][C:8]=2[C:9]([O:11][CH3:12])=[O:10])=[CH:4][CH:3]=1 |f:1.2|. Reagents/catalysts: [Cu]I (copper(I) iodide). Run at temperature 160 celsius, time 16 hour. Procedure: A mixture of methyl 2-(4-fluorophenoxy)-5-iodonicotinate (step 1, 373 mg, 1.0 mmol), sodium trifluoroacetate (1.36 g, 10 mmol), and copper(I) iodide (960 mg, 5.0 mmol) in 1-methyl-pyrolidine (8.0 mL) was stirred at 160° C. for 16 h under nitrogen atmosphere. The reaction mixture was poured into water (20 mL) and extacted with dichloromethane (50 mL×3). The combined organic extracts were washed with brine (50 mL) and dried (sodium sulfate). After removal of the solvent, the residue was purified b... Isolated yield 10.2%. Starting materials: FC1=CC=C(OC2=C(C(=O)OC)C=C(C=N2)I)C=C1 (Methyl 2-(4-fluorophenoxy)-5-iodonicotinate), FC(C(=O)[O-])(F)F.[Na+] (sodium trifluoroacetate), ClCCl (dichloromethane), O (water). Product: FC1=CC=C(OC2=C(C(=O)OC)C=C(C=N2)C(F)(F)F)C=C1 (Methyl 2-(4-fluorophenoxy)-5-(trifluoromethyl)nicotinate). Run in CN1CCCC1 (1-methyl-pyrolidine).